From a dataset of the Open Reaction Database (ORD), a public repository of structured organic reaction records. describe an organic reaction: reactants, conditions, products, and yield The reactants are CC(C)(C)C1=CC=C(C=C1)N(C(=O)C=1C=NOC1C)C (N-[4-(1,1-Dimethylethyl)phenyl]-N-methyl-5-methylisoxazol-4-ylcarboxamide). The solvent is C(C)O (ethanol), [OH-].[K+] (potassium hydroxide). The product is C(#N)C(C(=O)N(C)C1=CC=C(C=C1)C(C)(C)C)=C(C)O (2-Cyano-N-[4-(1,1-dimethylethyl)phenyl]-3-hydroxy-N-methylbut-2-enamide). Reaction SMILES: [CH3:1][C:2]([C:5]1[CH:10]=[CH:9][C:8]([N:11]([CH3:20])[C:12]([C:14]2[CH:15]=[N:16][O:17][C:18]=2[CH3:19])=[O:13])=[CH:7][CH:6]=1)([CH3:4])[CH3:3]>C(O)C.[OH-].[K+]>[C:15]([C:14](=[C:18]([OH:17])[CH3:19])[C:12]([N:11]([C:8]1[CH:7]=[CH:6][C:5]([C:2]([CH3:1])([CH3:4])[CH3:3])=[CH:10][CH:9]=1)[CH3:20])=[O:13])#[N:16] |f:2.3|. Reported procedure: N-[4-(1,1-Dimethylethyl)phenyl]-N-methyl-5-methylisoxazol-4-ylcarboxamide (9.8 g) was magnetically stirred in absolute ethanol (200 ml) and 1N potassium hydroxide solution (36 ml). Within 10 minutes a clear solution had resulted.